Dataset: the Open Reaction Database (ORD), a public repository of structured organic reaction records. Task: describe an organic reaction: reactants, conditions, products, and yield Reaction SMILES: [CH3:18][NH:19][CH2:20][CH2:21][CH3:22].[CH3:1][O:2][C:3]([c:4]1[cH:5][c:6]([C:7](=[O:8])[OH:9])[cH:10][c:11]([O:13][CH:14]([CH3:15])[CH3:16])[cH:12]1)=[O:17].[CH3:24][N:25]([CH3:26])[CH2:27][CH2:28][CH2:29][N:30]=[C:31]=[N:32][CH2:33][CH3:34].[Cl:46][CH2:47][Cl:48].[ClH:23].[OH2:35].[OH:36][n:37]1[c:38]2[cH:39][cH:40][cH:41][cH:42][c:43]2[n:44][n:45]1>>[CH3:1][O:2][C:3]([c:4]1[cH:5][c:6]([C:7](=[O:9])[N:19]([CH3:18])[CH2:20][CH2:21][CH3:22])[cH:10][c:11]([O:13][CH:14]([CH3:15])[CH3:16])[cH:12]1)=[O:17]. The reactants are CCCNC, COC(=O)c1cc(OC(C)C)cc(C(=O)O)c1, CCN=C=NCCCN(C)C, ClCCl, Cl, O, On1nnc2ccccc21. The product is CCCN(C)C(=O)c1cc(OC(C)C)cc(C(=O)OC)c1. Reactants: CO, CCOC1=Nc2ccc(Cl)cc2C(c2ccc(OC)cc2)=NC1, NN, O, O. Product: COc1ccc(C2=NCC(NN)=Nc3ccc(Cl)cc32)cc1. Reaction SMILES: [CH3:24][OH:25].[Cl:1][c:2]1[cH:3][cH:4][c:5]2[c:6]([cH:23]1)[C:7]([c:15]1[cH:16][cH:17][c:18]([O:21][CH3:22])[cH:19][cH:20]1)=[N:8][CH2:9][C:10]([O:12][CH2:13][CH3:14])=[N:11]2.[NH2:27][NH2:28].[OH2:26].[OH2:29]>>[Cl:1][c:2]1[cH:3][cH:4][c:5]2[c:6]([cH:23]1)[C:7]([c:15]1[cH:16][cH:17][c:18]([O:21][CH3:22])[cH:19][cH:20]1)=[N:8][CH2:9][C:10]([NH:27][NH2:28])=[N:11]2.